This data is from the Open Reaction Database (ORD), a public repository of structured organic reaction records. The task is: describe an organic reaction: reactants, conditions, products, and yield Starting materials: C(#N)C1=CC2=CC[C@H]3[C@@H]4CC[C@@H]([C@@]4(C)CC[C@@H]3[C@]2(CC1)C)C(SC1=NC=CC=C1)=O (S-2-pyridyl 3-cyanoandrosta-3,5-diene-17β-thiocarboxylate), COC=1C=C(C=C(C1)OC)C(C)(C)N (1-(3,5-dimethoxyphenyl)-1-methylethylamine). Yields the product COC=1C=C(C=C(C1)OC)C(C)(C)NC(=O)[C@@H]1[C@]2(C)[C@@H](CC1)[C@@H]1CC=C3C=C(CC[C@]3(C)[C@H]1CC2)C#N (N-[1-(3,5-Dimethoxyphenyl)-1-methylethyl]-3-cyanoandrosta-3,5-diene-17β-carboxamide). Isolated yield 83.0%. Reaction SMILES: [C:1]([C:3]1[CH2:20][CH2:19][C@@:18]2([CH3:21])[C:5](=[CH:6][CH2:7][C@@H:8]3[C@@H:17]2[CH2:16][CH2:15][C@@:13]2([CH3:14])[C@H:9]3[CH2:10][CH2:11][C@@H:12]2[C:22](=[O:30])SC2C=CC=CN=2)[CH:4]=1)#[N:2].[CH3:31][O:32][C:33]1[CH:34]=[C:35]([C:41]([NH2:44])([CH3:43])[CH3:42])[CH:36]=[C:37]([O:39][CH3:40])[CH:38]=1>>[CH3:40][O:39][C:37]1[CH:36]=[C:35]([C:41]([NH:44][C:22]([C@H:12]2[CH2:11][CH2:10][C@H:9]3[C@H:8]4[C@H:17]([CH2:16][CH2:15][C@:13]23[CH3:14])[C@:18]2([CH3:21])[C:5]([CH:4]=[C:3]([C:1]#[N:2])[CH2:20][CH2:19]2)=[CH:6][CH2:7]4)=[O:30])([CH3:42])[CH3:43])[CH:34]=[C:33]([O:32][CH3:31])[CH:38]=1. Procedure: Following a procedure similar to that described in Example 3(b), but using S-2-pyridyl 3-cyanoandrosta-3,5-diene-17β-thiocarboxylate [prepared as described in Example 3(a)] and 1-(3,5-dimethoxyphenyl)-1-methylethylamine (prepared as described in preparation 10d) as starting materials, in relative proportions similar to those used in that Example, the title compound was obtained in a yield of 83%. Reactants: ClC1=NN(C=C1)CC (3-Chloro-1-ethyl-1H-pyrazole), ClC1=NN(C=C1)CC (3-chloro-1-ethyl-1H-pyrazole), ClS(=O)(=O)O (chlorosulfonic acid). Solvent: ice. Reaction conditions: temperature 100 celsius. Yields the product ClC1=NN(C=C1S(=O)(=O)Cl)CC (3-chloro-1-ethyl-1H-pyrazole-4-sulfonyl chloride). Reaction SMILES: [Cl:1][C:2]1[CH:6]=[CH:5][N:4]([CH2:7][CH3:8])[N:3]=1.[Cl:9][S:10](O)(=[O:12])=[O:11]>>[Cl:1][C:2]1[C:6]([S:10]([Cl:9])(=[O:12])=[O:11])=[CH:5][N:4]([CH2:7][CH3:8])[N:3]=1. Reported procedure: 3-Chloro-1-ethyl-1H-pyrazole (0.42 g, 3.2 mmol, the product of Step B) was added to chlorosulfonic acid (2.0 mL, 30 mmol) at room temperature and the mixture was slowly warmed to 100° C., and then heated at 100-110° C. for 2 hours. The reaction mixture was cooled, poured with stirring onto 150 mL of crushed ice, and extracted into diethyl ether (2×100 mL). The ether extracts were combined, washed with water (100 mL), dried over magnesium sulfate and concentrated under reduced pressure to obtain ... Starting materials: C(#N)C=1C(=C(C=C2C(C(=CN(C12)C1CC1)C(=O)O)=O)F)N1C[C@@H]2CCCN[C@@H]2C1 (8-cyano-1-cyclopropyl-7-((1S,6S)-2,8-diazabicyclo[4.3.0]nonan-8-yl)-6-fluoro-1,4-dihydro-4-oxo-3-quinolinecarboxylic acid), C(C#C)(=O)OCC (ethyl propiolate). Solvent: methylglycol. The product is C(#N)C=1C(=C(C=C2C(C(=CN(C12)C1CC1)C(=O)O)=O)F)N1C[C@@H]2CCCN([C@@H]2C1)C=CC(=O)OCC (8-Cyano-1-cyclopropyl-7-[(1S,6S)-2-(2-ethoxycarbonyl-vinyl)-2,8-diazabicyclo[4.3.0]nonan-8-yl]-6-fluoro-1,4-dihydro-4oxo-3-quinolinecarboxylic acid). RXN SMILES: [C:1]([C:3]1[C:4]([N:21]2[CH2:29][C@@H:28]3[C@@H:23]([CH2:24][CH2:25][CH2:26][NH:27]3)[CH2:22]2)=[C:5]([F:20])[CH:6]=[C:7]2[C:12]=1[N:11]([CH:13]1[CH2:15][CH2:14]1)[CH:10]=[C:9]([C:16]([OH:18])=[O:17])[C:8]2=[O:19])#[N:2].[C:30]([O:34][CH2:35][CH3:36])(=[O:33])[C:31]#[CH:32]>>[C:1]([C:3]1[C:4]([N:21]2[CH2:29][C@@H:28]3[C@@H:23]([CH2:24][CH2:25][CH2:26][N:27]3[CH:32]=[CH:31][C:30]([O:34][CH2:35][CH3:36])=[O:33])[CH2:22]2)=[C:5]([F:20])[CH:6]=[C:7]2[C:12]=1[N:11]([CH:13]1[CH2:14][CH2:15]1)[CH:10]=[C:9]([C:16]([OH:18])=[O:17])[C:8]2=[O:19])#[N:2]. Procedure: 400 mg (1.01 mmol) of 8-cyano-1-cyclopropyl-7-((1S,6S)-2,8-diazabicyclo[4.3.0]nonan-8-yl)-6-fluoro-1,4-dihydro-4-oxo-3-quinolinecarboxylic acid and 1.03 ml (10.1 mmol) of ethyl propiolate are heated at 120° C. in 7.5 ml of methylglycol for 1 hour. The reaction solution is concentrated in vacuo and the residue is stirred with water and filtered off with suction. The resulting crude product is recrystallized from ethanol. Procedure: Methyl 3-methoxy-2-(methoxycarbonylmethoxy)benzoate (19.39 g) was dissolved in toluene (200 ml). To this solution, sodium hydride (3.36 g) was added and the resultant was stirred at room temperature for 20 minutes, followed by refluxing the mixture for 2 hours. Toluene was evaporated off under reduced pressure and the residue was dissolved in DMF (150 ml). To this solution, acetic acid (2 ml) was added and the solvent was evaporated off under reduced pressure. The residue was dissolved in toluen... RXN SMILES: [CH3:1][O:2][C:3]1[C:4]([O:13][CH2:14][C:15]([O:17][CH3:18])=[O:16])=[C:5]([CH:10]=[CH:11][CH:12]=1)[C:6]([O:8]C)=O.[H-].[Na+].[C:21]1(C)[CH:26]=CC=C[CH:22]=1>>[CH3:1][O:2][C:3]1[C:4]2[O:13][C:14]([CH2:26][CH:21]=[CH2:22])([C:15]([O:17][CH3:18])=[O:16])[C:6](=[O:8])[C:5]=2[CH:10]=[CH:11][CH:12]=1 |f:1.2|. Starting materials: COC=1C(=C(C(=O)OC)C=CC1)OCC(=O)OC (Methyl 3-methoxy-2-(methoxycarbonylmethoxy)benzoate), C1(=CC=CC=C1)C (toluene), [H-].[Na+] (sodium hydride). The yield is 92.0%. Yields the product COC1=CC=CC=2C(C(OC21)(C(=O)OC)CC=C)=O (Methyl 7-methoxy-3-oxo-2-(2-propenyl)-2,3-dihydrobenzofuran-2-carboxylate). Conditions: time 20 minute. Reaction SMILES: N.[CH3:2][C:3]1[C:4]([C:15]2[CH:20]=[CH:19][CH:18]=[CH:17][CH:16]=2)=[N:5][N:6]([CH:8]([CH2:12][CH2:13][CH3:14])[C:9](O)=[O:10])[CH:7]=1.C[CH:22]([N:26]1[CH:30]=C(C)C(C2C=CC=CC=2)=N1)C(O)=O>>[CH3:22][N:26]([CH3:30])[C:9](=[O:10])[CH:8]([CH2:12][CH2:13][CH3:14])[N:6]1[CH:7]=[C:3]([CH3:2])[C:4]([C:15]2[CH:20]=[CH:19][CH:18]=[CH:17][CH:16]=2)=[N:5]1. Product: CN(C(C(N1N=C(C(=C1)C)C1=CC=CC=C1)CCC)=O)C (N,N,4-trimethyl-3-phenyl-α-propylpyrazole-1-acetamide). The reactants are N (ammonia), CC=1C(=NN(C1)C(C(=O)O)CCC)C1=CC=CC=C1 (4-methyl-3-phenyl-α-propylpyrazole-1-acetic acid), CC(C(=O)O)N1N=C(C(=C1)C)C1=CC=CC=C1 (α,4-dimethyl-3-phenylpyrazole-1-acetic acid). Reported procedure: Following the procedure of Example 68, but substituting dimethylamine for aqueous ammonia and 4-methyl-3-phenyl-α-propylpyrazole-1-acetic acid for α,4-dimethyl-3-phenylpyrazole-1-acetic acid, there was obtained N,N,4-trimethyl-3-phenyl-α-propylpyrazole-1-acetamide having a melting point of 84°-86° C. Starting materials: COC=1C(=C(C(=CC1)N)N)C (4-methoxy-3-methyl-1,2-benzenediamine), C(=O)O (formic acid). Run at temperature 60 celsius. Yields the product COC1=C(C2=C(NC=N2)C=C1)C (5-methoxy-4-methyl-1H-benzimidazole). The yield is 84.0%. As a reaction SMILES: [CH3:1][O:2][C:3]1[C:4]([CH3:11])=[C:5]([NH2:10])[C:6]([NH2:9])=[CH:7][CH:8]=1.[CH:12](O)=O>>[CH3:1][O:2][C:3]1[CH:8]=[CH:7][C:6]2[NH:9][CH:12]=[N:10][C:5]=2[C:4]=1[CH3:11]. Procedure: A mixture of 4-methoxy-3-methyl-1,2-benzenediamine (2.8 g, 18.4 mmol) and formic acid (30 mL) was heated at 60° C. for 30 minutes. The formic acid was removed under pressure and the product was partitioned between chloroform and water containing sufficient sodium hydroxide to basify the solution. After evaporation of the solvent the crude product was chromatographed (methanol:chloroform) to give 2.55 g (84%) of 5-methoxy-4-methyl-1H-benzimidazole. The reactants are C(C)(C)(C)OC(=O)N[C@@H](CC1CCCCC1)[C@H](CCC(C)C)O (2(S)-t-butoxycarbonylamino-1-cyclohexyl-3(S)-hydroxy-6-methylheptane). The solvent is FC(C(=O)O)(F)F (trifluoroacetic acid). Yields the product N[C@@H](CC1CCCCC1)[C@H](CCC(C)C)O (2(S)-amino-1-cyclohexyl-3(S)-hydroxy-6-methylheptane). Isolated yield 98.9%. As a reaction SMILES: C(OC([NH:8][C@H:9]([C@@H:17]([OH:23])[CH2:18][CH2:19][CH:20]([CH3:22])[CH3:21])[CH2:10][CH:11]1[CH2:16][CH2:15][CH2:14][CH2:13][CH2:12]1)=O)(C)(C)C>FC(F)(F)C(O)=O>[NH2:8][C@H:9]([C@@H:17]([OH:23])[CH2:18][CH2:19][CH:20]([CH3:21])[CH3:22])[CH2:10][CH:11]1[CH2:12][CH2:13][CH2:14][CH2:15][CH2:16]1. Reported procedure: A solution of 2(S)-t-butoxycarbonylamino-1-cyclohexyl-3(S)-hydroxy-6-methylheptane (600 mg) in trifluoroacetic acid (10 ml) was stirred at 0° C. for 30 minutes. After evaporation of the solvent, the residue was dissolved in ethyl acetate (20 ml). The solution was washed with saturated sodium bicarbonate solution, dried over magnesium sulfate, and evaporated in vacuo to give 2(S)-amino-1-cyclohexyl-3(S)-hydroxy-6-methylheptane (412 mg) as an oil.